This data is from the Open Reaction Database (ORD), a public repository of structured organic reaction records. The task is: describe an organic reaction: reactants, conditions, products, and yield Reactants: CCC(CC)C(CO)NS(=O)(=O)c1ccc([Sn](C)(C)C)s1, CC#N, CCOC(C)=O. Product: CCC(CC)C(CO)NS(=O)(=O)c1cccs1. RXN SMILES: [CH2:4]([CH3:5])[CH:6]([CH:7]([CH2:8][OH:9])[NH:10][S:11](=[O:12])(=[O:13])[c:14]1[s:15][c:16]([Sn:19]([CH3:20])([CH3:21])[CH3:22])[cH:17][cH:18]1)[CH2:23][CH3:24].[CH3:1][C:2]#[N:3].[CH3:25][CH2:26][O:27][C:28](=[O:29])[CH3:30]>>[CH2:4]([CH3:5])[CH:6]([CH:7]([CH2:8][OH:9])[NH:10][S:11](=[O:12])(=[O:13])[c:14]1[s:15][cH:16][cH:17][cH:18]1)[CH2:23][CH3:24]. Reactants: N([C@@H](CCCNC(=O)OC(C)(C)C)C(=O)N1[C@H](C(=O)NCC(=O)OCC2=CC=CC=C2)CCC1)C(=O)C (Ac-Orn(Boc)-Pro-Gly-OBzl). The solvent is FC(C(=O)O)(F)F (trifluoroacetic acid). Conditions: time 1 hour. Product: N([C@@H](CCCN)C(=O)N1[C@H](C(=O)NCC(=O)OCC2=CC=CC=C2)CCC1)C(=O)C (Ac-Orn-Pro-Gly-OBzl). Reaction SMILES: [NH:1]([C:35]([CH3:37])=[O:36])[C@H:2]([C:14]([N:16]1[CH2:34][CH2:33][CH2:32][C@H:17]1[C:18]([NH:20][CH2:21][C:22]([O:24][CH2:25][C:26]1[CH:31]=[CH:30][CH:29]=[CH:28][CH:27]=1)=[O:23])=[O:19])=[O:15])[CH2:3][CH2:4][CH2:5][NH:6]C(OC(C)(C)C)=O>FC(F)(F)C(O)=O>[NH:1]([C:35]([CH3:37])=[O:36])[C@H:2]([C:14]([N:16]1[CH2:34][CH2:33][CH2:32][C@H:17]1[C:18]([NH:20][CH2:21][C:22]([O:24][CH2:25][C:26]1[CH:31]=[CH:30][CH:29]=[CH:28][CH:27]=1)=[O:23])=[O:19])=[O:15])[CH2:3][CH2:4][CH2:5][NH2:6]. Reported procedure: 2.0 g of Ac-Orn(Boc)-Pro-Gly-OBzl are dissolved in 5 ml of trifluoroacetic acid, and the solution is stirred at room temperature for 1 hour. After evaporation under high vacuum, 2.1 g of the trifluoroacetate of Ac-Orn-Pro-Gly-OBzl remain. Rf (system 2)=0.3; MS (FAB): 419 (M+1).